Dataset: the Open Reaction Database (ORD), a public repository of structured organic reaction records. Task: describe an organic reaction: reactants, conditions, products, and yield Starting materials: ClC1=CC=C2C(=N1)C=C(N2)C(=O)O (5-chloro-1H-pyrrolo[3,2-b]pyridine-2-carboxylic acid), O(C1=CC=CC=C1)CCN (2-phenoxyethylamine). Product: O(C1=CC=CC=C1)CCNC(=O)C1=CC2=NC(=CC=C2N1)Cl (5-Chloro-1H-pyrrolo[3,2-b]pyridine-2-carboxylic acid (2-phenoxyethyl)amide). Reaction SMILES: [Cl:1][C:2]1[N:7]=[C:6]2[CH:8]=[C:9]([C:11]([OH:13])=O)[NH:10][C:5]2=[CH:4][CH:3]=1.[O:14]([CH2:21][CH2:22][NH2:23])[C:15]1[CH:20]=[CH:19][CH:18]=[CH:17][CH:16]=1>>[O:14]([CH2:21][CH2:22][NH:23][C:11]([C:9]1[NH:10][C:5]2[C:6](=[N:7][C:2]([Cl:1])=[CH:3][CH:4]=2)[CH:8]=1)=[O:13])[C:15]1[CH:20]=[CH:19][CH:18]=[CH:17][CH:16]=1. Procedure: The title compound was prepared as outlined in EXAMPLE 1 from 5-chloro-1H-pyrrolo[3,2-b]pyridine-2-carboxylic acid (Preparation 6) and 2-phenoxyethylamine. On completion of the reaction, the mixture was partitioned between water and dichloromethane on a hydrophobic frit, washing with dichloromethane. The organic filtrate was concentrated in vacuo then triturated with dichloromethane/methanol/ethyl acetate to give the title compound as a white solid. Reaction SMILES: [Br:15][c:16]1[cH:17][cH:18][c:19]([NH2:20])[cH:21][cH:22]1.[C:23](=[O:24])([O-:25])[O-:26].[CH2:29]1[O:30][CH2:31][CH2:32][O:33][CH2:34]1.[F:1][C:2]([O:3][c:4]1[cH:5][cH:6][c:7]([B:10]([OH:11])[OH:12])[cH:8][cH:9]1)([F:13])[F:14].[K+:27].[K+:28].[OH2:35]>>[F:1][C:2]([O:3][c:4]1[cH:5][cH:6][c:7](-[c:16]2[cH:17][cH:18][c:19]([NH2:20])[cH:21][cH:22]2)[cH:8][cH:9]1)([F:13])[F:14]. The product is Nc1ccc(-c2ccc(OC(F)(F)F)cc2)cc1. Reactants: Nc1ccc(Br)cc1, O=C([O-])[O-], C1COCCO1, OB(O)c1ccc(OC(F)(F)F)cc1, [K+], [K+], O. The reactants are N1C(=NC2=C1C=CC=C2)[C@H]2CN(CCC2)C(C[C@@H](CC2=CC=C(C=C2)C2=CC=CC=C2)NC(OC(C)(C)C)=O)=O (tert-butyl (R)-4-((R)-3-(1H-benzo[d]imidazol-2-yl)piperidin-1-yl)-1-(biphenyl-4-yl)-4-oxobutan-2-ylcarbamate), TEA. Solvent: C(Cl)Cl (DCM). Reaction conditions: time 1 hour. Yields the product N1C(=NC2=C1C=CC=C2)[C@H]2CN(CCC2)C(C[C@@H](CC2=CC=C(C=C2)C2=CC=CC=C2)N)=O ((R)-1((R)-3-(1H-benzo[d]imidazol-2-yl)piperidin-1-yl)-3-amino-4-(biphenyl-4-yl)butan-1-one). The yield is 63.6%. Reaction SMILES: [NH:1]1[C:5]2[CH:6]=[CH:7][CH:8]=[CH:9][C:4]=2[N:3]=[C:2]1[C@@H:10]1[CH2:15][CH2:14][CH2:13][N:12]([C:16](=[O:40])[CH2:17][C@H:18]([NH:32]C(=O)OC(C)(C)C)[CH2:19][C:20]2[CH:25]=[CH:24][C:23]([C:26]3[CH:31]=[CH:30][CH:29]=[CH:28][CH:27]=3)=[CH:22][CH:21]=2)[CH2:11]1>C(Cl)Cl>[NH:1]1[C:5]2[CH:6]=[CH:7][CH:8]=[CH:9][C:4]=2[N:3]=[C:2]1[C@@H:10]1[CH2:15][CH2:14][CH2:13][N:12]([C:16](=[O:40])[CH2:17][C@H:18]([NH2:32])[CH2:19][C:20]2[CH:21]=[CH:22][C:23]([C:26]3[CH:31]=[CH:30][CH:29]=[CH:28][CH:27]=3)=[CH:24][CH:25]=2)[CH2:11]1. Procedure details: tert-Butyl (R)-4-((R)-3-(1H-benzo[d]imidazol-2-yl)piperidin-1-yl)-1-(biphenyl-4-yl)-4-oxobutan-2-ylcarbamate (5C) (0.22 mmol, 120 mg) in DCM (5 mL) was added TEA (1 mL). The reaction solution was stirred at rt for 1 h and then concentrated in vacuo. The residue was purified by preparative LC/MS (20-50% CH3CN in H2O) to afford the title compound (R)-1-((R)-3-(1H-benzo[d]imidazol-2-yl)piperidin-1-yl)-3-amino-4-(biphenyl-4-yl)butan-1-one (71) (0.14 mmol, 63 mg, two-step yield: 63.6%). ESI-MS: m/z 4... RXN SMILES: [CH3:46][CH2:47][OH:48].[Cl:1][c:2]1[cH:3][c:4](-[c:12]2[n:13][c:14](-[c:17]3[cH:18][cH:19][cH:20][c:21]4[c:22]([CH2:27][N:28]5[CH2:29][CH2:30][CH:31]([C:34](=[O:35])[O:36][CH2:37][CH3:38])[CH2:32][CH2:33]5)[cH:23][n:24]([CH3:26])[c:25]34)[n:15][o:16]2)[cH:5][cH:6][c:7]1[O:8][CH:9]([CH3:10])[CH3:11].[Na+:40].[O:41]1[CH2:42][CH2:43][CH2:44][CH2:45]1.[OH-:39].[OH2:49]>>[Cl:1][c:2]1[cH:3][c:4](-[c:12]2[n:13][c:14](-[c:17]3[cH:18][cH:19][cH:20][c:21]4[c:22]([CH2:27][N:28]5[CH2:29][CH2:30][CH:31]([C:34](=[O:35])[OH:36])[CH2:32][CH2:33]5)[cH:23][n:24]([CH3:26])[c:25]34)[n:15][o:16]2)[cH:5][cH:6][c:7]1[O:8][CH:9]([CH3:10])[CH3:11]. The product is CC(C)Oc1ccc(-c2nc(-c3cccc4c(CN5CCC(C(=O)O)CC5)cn(C)c34)no2)cc1Cl. Reactants: CCO, CCOC(=O)C1CCN(Cc2cn(C)c3c(-c4noc(-c5ccc(OC(C)C)c(Cl)c5)n4)cccc23)CC1, [Na+], C1CCOC1, [OH-], O. Reactants: COC(C1=CC(=C(C=C1)[N+](=O)[O-])NCCN1CCCC1)=O (4-Nitro-3-(2-pyrrolidin-1-yl-ethylamino)-benzoic acid methyl ester). Reagents/catalysts: [Ni] (Raney nickel). The solvent is CO.C1CCOC1 (MeOH THF). Yields the product COC(C1=CC(=C(C=C1)N)NCCN1CCCC1)=O (4-Amino-3-(2-pyrrolidin-1-yl-ethylamino)-benzoic acid methyl ester). RXN SMILES: [CH3:1][O:2][C:3](=[O:21])[C:4]1[CH:9]=[CH:8][C:7]([N+:10]([O-])=O)=[C:6]([NH:13][CH2:14][CH2:15][N:16]2[CH2:20][CH2:19][CH2:18][CH2:17]2)[CH:5]=1>CO.C1COCC1.[Ni]>[CH3:1][O:2][C:3](=[O:21])[C:4]1[CH:9]=[CH:8][C:7]([NH2:10])=[C:6]([NH:13][CH2:14][CH2:15][N:16]2[CH2:20][CH2:19][CH2:18][CH2:17]2)[CH:5]=1 |f:1.2|. Procedure details: 4-Nitro-3-(2-pyrrolidin-1-yl-ethylamino)-benzoic acid methyl ester (xiii) (1.30 g, 4.42 mmol) was shaken in MeOH/THF 1:1 (40 mL) in presence of Raney nickel under 1.1 bar H2 at rt for 40 min. The catalyst was filtered off and washed with MeOH. The filtrate was evaporated to give the title compound as an oil (tR 2.05 min (conditions 8), MH+=264). Reactants: C(C1=CC=2OCOC2C=C1)N1C(C=CC1=O)=O (N-piperonylmaleimide), C(#N)C1=CC=C(C=O)C=C1 (4-cyano-benzaldehyde), N[C@@H](CO)C(=O)O (L-serine). Product: O1COC2=C1C=CC(=C2)CN2C(C1C(C2=O)C(NC1C1=CC=C(C#N)C=C1)CO)=O ((1RS,3SR,3aRS,6aSR)-4-[5-(Benzo[1,3]dioxol-5-ylmethyl)-3-hydroxymethyl-4,6-dioxo-octahydro-pyrrolo[3,4-c]pyrrol-1-yl]-benzonitrile). RXN SMILES: [CH2:1]([N:11]1[C:15](=[O:16])[CH:14]=[CH:13][C:12]1=[O:17])[C:2]1[CH:10]=[CH:9][C:8]2[O:7][CH2:6][O:5][C:4]=2[CH:3]=1.[C:18]([C:20]1[CH:27]=[CH:26][C:23]([CH:24]=O)=[CH:22][CH:21]=1)#[N:19].[NH2:28][C@H:29](C(O)=O)[CH2:30][OH:31]>>[O:7]1[C:8]2[CH:9]=[CH:10][C:2]([CH2:1][N:11]3[C:12](=[O:17])[CH:13]4[CH:29]([CH2:30][OH:31])[NH:28][CH:24]([C:23]5[CH:26]=[CH:27][C:20]([C:18]#[N:19])=[CH:21][CH:22]=5)[CH:14]4[C:15]3=[O:16])=[CH:3][C:4]=2[O:5][CH2:6]1. Reported procedure: 7.B)r) (1RS,3SR,3aRS,6aSR)-4-[5-(Benzo[1,3]dioxol-5-ylmethyl)-3-hydroxymethyl-4,6-dioxo-octahydro-pyrrolo[3,4-c]pyrrol-1-yl]-benzonitrile was prepared from N-piperonylmaleimide, 4-cyano-benzaldehyde and L-serine analogously to Example 4.B)g). ISP-MS: 406 ([M+H]+, 100).